Dataset: the Open Reaction Database (ORD), a public repository of structured organic reaction records. Task: describe an organic reaction: reactants, conditions, products, and yield The reactants are BrC1=CC(=C(S1)C1=C(N=C2N1N=C(C=C2C(CC)CC)C)C)C (3-(5-bromo-3-methyl-thiophen-2-yl)-8-(1-ethyl-propyl)-2,6-dimethyl-imidazo[1,2-b]pyridazine), C(CCC)[Sn](C1=NC=CC=N1)(CCCC)CCCC (2-tributylstannanyl-pyrimidine), N#N (N2), C1(=CC=CC=C1)[As](C1=CC=CC=C1)C1=CC=CC=C1 (Triphenylarsine). The reagents and catalysts are C=1C=CC(=CC1)/C=C/C(=O)/C=C/C2=CC=CC=C2.C=1C=CC(=CC1)/C=C/C(=O)/C=C/C2=CC=CC=C2.C=1C=CC(=CC1)/C=C/C(=O)/C=C/C2=CC=CC=C2.[Pd].[Pd] (Pd2(dba)3). Run in C1CCOC1 (THF). Run at temperature 55 celsius. Yields the product C(C)C(CC)C=1C=2N(N=C(C1)C)C(=C(N2)C)C=2SC(=CC2C)C2=NC=CC=N2 (8-(1-ethyl-propyl)-2,6-dimethyl-3-(3-methyl-5-pyrimidin-2-yl-thiophen-2-yl)-imidazo[1,2-b]pyridazine). The yield is 32.9%. As a reaction SMILES: Br[C:2]1[S:6][C:5]([C:7]2[N:11]3[N:12]=[C:13]([CH3:21])[CH:14]=[C:15]([CH:16]([CH2:19][CH3:20])[CH2:17][CH3:18])[C:10]3=[N:9][C:8]=2[CH3:22])=[C:4]([CH3:23])[CH:3]=1.C([Sn](CCCC)(CCCC)[C:29]1[N:34]=[CH:33][CH:32]=[CH:31][N:30]=1)CCC.N#N.C1([As](C2C=CC=CC=2)C2C=CC=CC=2)C=CC=CC=1>C1C=CC(/C=C/C(/C=C/C2C=CC=CC=2)=O)=CC=1.C1C=CC(/C=C/C(/C=C/C2C=CC=CC=2)=O)=CC=1.C1C=CC(/C=C/C(/C=C/C2C=CC=CC=2)=O)=CC=1.[Pd].[Pd].C1COCC1>[CH2:17]([CH:16]([C:15]1[C:10]2[N:11]([C:7]([C:5]3[S:6][C:2]([C:29]4[N:34]=[CH:33][CH:32]=[CH:31][N:30]=4)=[CH:3][C:4]=3[CH3:23])=[C:8]([CH3:22])[N:9]=2)[N:12]=[C:13]([CH3:21])[CH:14]=1)[CH2:19][CH3:20])[CH3:18] |f:4.5.6.7.8|. Procedure: A solution of 3-(5-bromo-3-methyl-thiophen-2-yl)-8-(1-ethyl-propyl)-2,6-dimethyl-imidazo[1,2-b]pyridazine (0.30 g, 0.76 mmol), 2-tributylstannanyl-pyrimidine (0.34 g, 0.92 mmol) and THF (5 mL) is de-gassed with N2 for 10 minutes Triphenylarsine (0.047 g, 0.15 mmol) and Pd2(dba)3 (0.035 g, 0.038 mmol) is added and the solution heated at 55° C. for 48 hours and concentrated. The residue is purified by ISCO column chromatography (15%-30% EtOAc/hexane gradient), dissolved in acetonitrile (20 mL), wa... As a reaction SMILES: [F:1][C:2]1[CH:3]=[CH:4][C:5](B2OC(C)(C)C(C)(C)O2)=[C:6]2[C:10]=1[C@H:9]([O:11][C:12]1[CH:25]=[CH:24][C:15]3[C@H:16]([CH2:19][C:20]([O:22][CH3:23])=[O:21])[CH2:17][O:18][C:14]=3[CH:13]=1)[CH2:8][CH2:7]2.Br[C:36]1[C:52]([CH3:53])=[CH:51][C:39]([O:40][CH2:41][CH2:42][NH:43][C:44](=[O:50])[O:45][C:46]([CH3:49])([CH3:48])[CH3:47])=[CH:38][C:37]=1[CH3:54].BrC1C=CC(F)=C2C=1CC[C@H]2OC1C=CC2[C@H](CC(OC)=O)COC=2C=1>>[C:46]([O:45][C:44]([NH:43][CH2:42][CH2:41][O:40][C:39]1[CH:38]=[C:37]([CH3:54])[C:36]([C:5]2[CH:4]=[CH:3][C:2]([F:1])=[C:10]3[C:6]=2[CH2:7][CH2:8][C@H:9]3[O:11][C:12]2[CH:25]=[CH:24][C:15]3[C@H:16]([CH2:19][C:20]([O:22][CH3:23])=[O:21])[CH2:17][O:18][C:14]=3[CH:13]=2)=[C:52]([CH3:53])[CH:51]=1)=[O:50])([CH3:49])([CH3:48])[CH3:47]. Procedure details: The title compound is prepared from methyl 2-((S)-6-((R)-7-fluoro-4-(4,4,5,5-tetramethyl-1,3,2-dioxaborolan-2-yl)-2,3-dihydro-1H-inden-1-yloxy)-2,3-dihydrobenzofuran-3-yl)acetate and tert-butyl 2-(4-bromo-3,5-dimethylphenoxy)ethylcarbamate following a procedure analogous to that described in Step 5 of Intermediate 1. LC (method 8): tR=0.92 min; Mass spectrum (ESI+): m/z=606 [M+H]+. The reactants are FC=1C=CC(=C2CC[C@H](C12)OC1=CC2=C([C@@H](CO2)CC(=O)OC)C=C1)B1OC(C(O1)(C)C)(C)C (methyl 2-((S)-6-((R)-7-fluoro-4-(4,4,5,5-tetramethyl-1,3,2-dioxaborolan-2-yl)-2,3-dihydro-1H-inden-1-yloxy)-2,3-dihydrobenzofuran-3-yl)acetate), BrC1=C(C=C(OCCNC(OC(C)(C)C)=O)C=C1C)C (tert-butyl 2-(4-bromo-3,5-dimethylphenoxy)ethylcarbamate), BrC1=C2CC[C@H](C2=C(C=C1)F)OC1=CC2=C([C@@H](CO2)CC(=O)OC)C=C1 (Methyl 2-((S)-6-((R)-4-bromo-7-fluoro-2,3-dihydro-1H-inden-1-yloxy)-2,3-dihydrobenzofuran-3-yl)acetate). The product is C(C)(C)(C)OC(=O)NCCOC1=CC(=C(C(=C1)C)C1=C2CC[C@H](C2=C(C=C1)F)OC1=CC2=C([C@@H](CO2)CC(=O)OC)C=C1)C (Methyl 2-((S)-6-((R)-4-(4-(2-(tert-butoxycarbonylamino)ethoxy)-2,6-dimethylphenyl)-7-fluoro-2,3-dihydro-1H-inden-1-yloxy)-2,3-dihydrobenzofuran-3-yl)acetate). The reactants are C(C1=CC=CC=C1)OC(NCCBr)=O ((2-Bromo-ethyl)-carbamic acid benzyl ester), C1(=CC=CC=C1)C1(CNCC1)C1=CC=CC=C1 (3,3-diphenyl-pyrrolidine), CCN(C(C)C)C(C)C (DIPEA). The solvent is C1CCOC1 (THF). Reaction conditions: time 15 hour. Product: C(C1=CC=CC=C1)OC(NCCN1CC(CC1)(C1=CC=CC=C1)C1=CC=CC=C1)=O ([2-(3,3-Diphenyl-pyrrolidin-1-yl)-ethyl]-carbamic acid benzyl ester). Reaction SMILES: [CH2:1]([O:8][C:9](=[O:14])[NH:10][CH2:11][CH2:12]Br)[C:2]1[CH:7]=[CH:6][CH:5]=[CH:4][CH:3]=1.[C:15]1([C:21]2([C:26]3[CH:31]=[CH:30][CH:29]=[CH:28][CH:27]=3)[CH2:25][CH2:24][NH:23][CH2:22]2)[CH:20]=[CH:19][CH:18]=[CH:17][CH:16]=1.CCN(C(C)C)C(C)C>C1COCC1>[CH2:1]([O:8][C:9](=[O:14])[NH:10][CH2:11][CH2:12][N:23]1[CH2:24][CH2:25][C:21]([C:26]2[CH:31]=[CH:30][CH:29]=[CH:28][CH:27]=2)([C:15]2[CH:20]=[CH:19][CH:18]=[CH:17][CH:16]=2)[CH2:22]1)[C:2]1[CH:7]=[CH:6][CH:5]=[CH:4][CH:3]=1. Reported procedure: (2-Bromo-ethyl)-carbamic acid benzyl ester (1.10 g, 4.26 mmol), 3,3-diphenyl-pyrrolidine (Example A18, 836 mg, 3.75 mmol) and DIPEA (1.0 mL 5.7 mmol) are dissolved in THF (20 mL) and stirred for 15 h at reflux. The mixture is quenched with Na2CO3 (50 mL) and extracted with CH2Cl2 (3×50 mL). The organic extracts are washed with sat. aq. Na2CO3 (30 mL), dried (Na2SO4), filtered and evaporated. The residue is purified by FC (SiO2, EtOAc-heptane) to provide the title compound. The reactants are O=C([O-])O, CCCN(C)C(=O)c1cc(CO)cc(C(=O)OCC)c1, COCCS(N)(F)(F)(F)CCOC, ClCCl, [Na+]. Yields the product CCCN(C)C(=O)c1cc(CF)cc(C(=O)OCC)c1. Reaction SMILES: [C:34](=[O:35])([OH:36])[O-:37].[CH2:14]([CH3:15])[O:16][C:17]([c:18]1[cH:19][c:20]([C:21](=[O:22])[N:23]([CH2:24][CH2:25][CH3:26])[CH3:27])[cH:28][c:29]([CH2:31][OH:32])[cH:30]1)=[O:33].[CH3:1][O:2][CH2:3][CH2:4][S:5]([F:6])([F:7])([CH2:8][CH2:9][O:10][CH3:12])([F:11])[NH2:13].[Cl:39][CH2:40][Cl:41].[Na+:38]>>[F:11][CH2:31][c:29]1[cH:28][c:20]([C:21](=[O:22])[N:23]([CH2:24][CH2:25][CH3:26])[CH3:27])[cH:19][c:18]([C:17]([O:16][CH2:14][CH3:15])=[O:33])[cH:30]1. Reactants: COC1=CC=C(C=C1)C=CC1=CC=CC(=N1)N (6-[2-(4-methoxy-phenyl)-vinyl]-pyridine-2-yl-amine), B(Br)(Br)Br (boron tribromide). Solvent: C(Cl)Cl (CH2Cl2). Run at time 72 hour. Product: NC1=CC=CC(=N1)C=CC1=CC=C(C=C1)O (4-[2-(6-Amino-pyridin-2-yl)-vinyl]-phenol). Yield: 24.8%. Reaction SMILES: C[O:2][C:3]1[CH:8]=[CH:7][C:6]([CH:9]=[CH:10][C:11]2[N:16]=[C:15]([NH2:17])[CH:14]=[CH:13][CH:12]=2)=[CH:5][CH:4]=1.B(Br)(Br)Br>C(Cl)Cl>[NH2:17][C:15]1[N:16]=[C:11]([CH:10]=[CH:9][C:6]2[CH:5]=[CH:4][C:3]([OH:2])=[CH:8][CH:7]=2)[CH:12]=[CH:13][CH:14]=1. Procedure: A suspension of 6-[2-(4-methoxy-phenyl)-vinyl]-pyridine-2-yl-amine (1.0 g, 3.8 mmol) (example 3) in CH2Cl2 (60 ml) was treated with boron tribromide (2.4 ml, 25 mmol) and stirred for 72 hr. The precipitate was filtered, dissolved in AcOEt and washed with aqueous NaHCO3 solution. The organic phase was dried (Na2SO4), concentrated and the residue was chromatographed (SiO2 with CH2Cl2/MeOH/NH4OH=140/10/1) and crystallized to provide 0.20 g (25%) of the light yellow title compound. Mp. 224-225° C. (... Reactants: CC(C)(C=O)Cc1ccccc1, NC(=O)c1ccc(Cl)cc1, Cc1ccc(S(=O)(=O)O)cc1, c1ccccc1, c1ccc2[nH]nnc2c1. Yields the product CC(C)(Cc1ccccc1)C(NC(=O)c1ccc(Cl)cc1)n1nnc2ccccc21. Reaction SMILES: [CH3:11][C:12]([CH:13]=[O:14])([CH2:15][c:16]1[cH:17][cH:18][cH:19][cH:20][cH:21]1)[CH3:22].[Cl:1][c:2]1[cH:3][cH:4][c:5]([C:6](=[O:7])[NH2:8])[cH:9][cH:10]1.[c:32]1([CH3:33])[cH:34][cH:35][c:36]([S:37]([OH:38])(=[O:39])=[O:40])[cH:41][cH:42]1.[cH:43]1[cH:44][cH:45][cH:46][cH:47][cH:48]1.[nH:23]1[n:24][n:25][c:26]2[c:27]1[cH:28][cH:29][cH:30][cH:31]2>>[Cl:1][c:2]1[cH:3][cH:4][c:5]([C:6](=[O:7])[NH:8][CH:13]([C:12]([CH3:11])([CH2:15][c:16]2[cH:17][cH:18][cH:19][cH:20][cH:21]2)[CH3:22])[n:23]2[n:24][n:25][c:26]3[c:27]2[cH:28][cH:29][cH:30][cH:31]3)[cH:9][cH:10]1. The reactants are CCOC(CN)OCC, Cc1ccccc1, O=C(C[N+](=O)[O-])c1ccccc1. Product: CCOC(CNC(=C[N+](=O)[O-])c1ccccc1)OCC. As a reaction SMILES: [CH2:13]([CH3:14])[O:15][CH:16]([CH2:17][NH2:18])[O:19][CH2:20][CH3:21].[CH3:22][c:23]1[cH:24][cH:25][cH:26][cH:27][cH:28]1.[N+:1](=[O:2])([O-:3])[CH2:4][C:5](=[O:6])[c:7]1[cH:8][cH:9][cH:10][cH:11][cH:12]1>>[N+:1](=[O:2])([O-:3])[CH:4]=[C:5]([c:7]1[cH:8][cH:9][cH:10][cH:11][cH:12]1)[NH:18][CH2:17][CH:16]([O:15][CH2:13][CH3:14])[O:19][CH2:20][CH3:21]. Reactants: N[C@@H](CC1=CC=C(C=C1)OCC1=CC=CC=C1)C(=O)O (Tyr(Bzl)), C[Si](C)(C)OS(=O)(=O)C(F)(F)F (trimethylsilyltrifluoromethanesulfonate). Yields the product N[C@@H](CC1=CC=C(C=C1)O)C(=O)O (Tyr). Isolated yield 100.0%. As a reaction SMILES: [NH2:1][C@H:2]([C:18]([OH:20])=[O:19])[CH2:3][C:4]1[CH:9]=[CH:8][C:7]([O:10]CC2C=CC=CC=2)=[CH:6][CH:5]=1.C[Si](OS(C(F)(F)F)(=O)=O)(C)C>>[NH2:1][C@H:2]([C:18]([OH:20])=[O:19])[CH2:3][C:4]1[CH:5]=[CH:6][C:7]([OH:10])=[CH:8][CH:9]=1. Reported procedure: As a comparative example, Tyr(Bzl) was treated with a deprotecting reagent of 1M trimethylsilyltrifluoromethanesulfonate and thioanisle/trifluoroacetic acid from which anisole is removed to get Tyr. The yield of Tyr after 10 minutes was 64% and the formation of 3-Bzl-Tyr due to rearrangement was observed. The same reaction was repeated except that hydrogen fluoride was used in place of trimethylsilyltrifluoromethanesulfonate, then Tyr was recovered in an yield of approximately 100% within 10 min...